Dataset: the Open Reaction Database (ORD), a public repository of structured organic reaction records. Task: describe an organic reaction: reactants, conditions, products, and yield The reactants are [N+](=O)([O-])C1=CN=C(C2=CC=CC=C12)OC1CCNCC1 (4-(4-nitro-isoquinoline-1-yloxy)-piperidine), FC1=C(C(=O)O)C=CC=C1 (2-fluorobenzoic acid), C1CCC(CC1)N=C=NC2CCCCC2 (DCC), C=1C=CC2=C(C1)N=NN2O (HOBt). Run in C1CCOC1 (THF). Product: FC1=C(C=CC=C1)C(=O)N1CCC(CC1)OC1=NC=C(C2=CC=CC=C12)[N+](=O)[O-] ((2-fluoro-phenyl)-[4-(4-nitro-isoquinoline-1-yloxy)-piperidin-1-yl]-methanone). The yield is 92.0%. RXN SMILES: [N+:1]([C:4]1[C:13]2[C:8](=[CH:9][CH:10]=[CH:11][CH:12]=2)[C:7]([O:14][CH:15]2[CH2:20][CH2:19][NH:18][CH2:17][CH2:16]2)=[N:6][CH:5]=1)([O-:3])=[O:2].[F:21][C:22]1[CH:30]=[CH:29][CH:28]=[CH:27][C:23]=1[C:24](O)=[O:25].C1CCC(N=C=NC2CCCCC2)CC1.C1C=CC2N(O)N=NC=2C=1>C1COCC1>[F:21][C:22]1[CH:30]=[CH:29][CH:28]=[CH:27][C:23]=1[C:24]([N:18]1[CH2:19][CH2:20][CH:15]([O:14][C:7]2[C:8]3[C:13](=[CH:12][CH:11]=[CH:10][CH:9]=3)[C:4]([N+:1]([O-:3])=[O:2])=[CH:5][N:6]=2)[CH2:16][CH2:17]1)=[O:25]. Reported procedure: Stir a reaction mixture of 4-(4-nitro-isoquinoline-1-yloxy)-piperidine (4.0 g, 14.6 mmol), 2-fluorobenzoic acid (2.45 g, 17.5 mmol), DCC (3.6 g, 17.5 mmol), and HOBt (2.37 g, 17.5 mmol) in THF (100 mL) at 22° C. overnight. Filter then concentrate. Subject residue to silica gel chromatography eluting with hexanes and ethyl acetate to provide (2-fluoro-phenyl)-[4-(4-nitro-isoquinoline-1-yloxy)-piperidin-1-yl]-methanone as a yellow solid (6.82 g, 92% yield, ES+ (m/z) 396.3 [M+H]). Reactants: [H][H] (Hydrogen), N(=[N+]=[N-])[C@@H](C(=O)NCC1=CC=CC=C1)CO ((2R)-2-azido-N-benzyl-3-hydroxypropanamide), [H][H] (Hydrogen). Reagents/catalysts: catalyst, [Pd] (Pd-C). Solvent: C(C)(=O)OCC (ethyl acetate). Conditions: temperature 27.5 celsius. Yields the product N[C@@H](C(=O)NCC1=CC=CC=C1)CO ((2R)-2-amino-N-benzyl-3-hydroxypropanamide). As a reaction SMILES: [N:1]([C@H:4]([CH2:15][OH:16])[C:5]([NH:7][CH2:8][C:9]1[CH:14]=[CH:13][CH:12]=[CH:11][CH:10]=1)=[O:6])=[N+]=[N-].[H][H]>C(OCC)(=O)C.[Pd]>[NH2:1][C@H:4]([CH2:15][OH:16])[C:5]([NH:7][CH2:8][C:9]1[CH:14]=[CH:13][CH:12]=[CH:11][CH:10]=1)=[O:6]. Procedure: In an autoclave charged (2R)-2-azido-N-benzyl-3-hydroxypropanamide (68.0 gms) in ethyl acetate (680 ml). Charged catalyst 5% Pd-C (6.85 gms) and closed the autoclave. Applied 3.8 kg Hydrogen pressure maintaining temperature at 25-30° C. and maintained the reaction mixture at 25-30° C. for 1.0 hour. After completion of the reaction, released Hydrogen pressure and flushed the autoclave with Nitrogen gas. Filtered the reaction mass through hyflo bed and washed hyflo bed with ethyl acetate. Concentr... The reactants are [Si](C)(C)(C(C)(C)C)O[C@@H]1C=C2C=C[C@@H]([C@@H]([C@H]2[C@H](C1)OC(C(CC)(CC)OCC)=O)CC[C@@H]1C[C@H](CC(O1)=O)O[Si](C)(C)C(C)(C)C)C ((4R,6R)-6-{(1S,2S,6S,8S,8aR)-2-[1,2,6,7,8,8a-Hexahydro-6-t-butyldimethylsilyloxy-8-(2-ethoxy-2-ethylbutyryloxy)-2-methyl-1-naphthyl]ethyl}tetrahydro-4-t-butyldimethylsilyloxy-2H-pyran-2-one), solution, [F-].C(CCC)[N+](CCCC)(CCCC)CCCC (tetrabutylammonium fluoride). Run in O1CCCC1 (tetrahydrofuran). Product: O[C@@H]1C=C2C=C[C@@H]([C@@H]([C@H]2[C@H](C1)OC(C(CC)(CC)OCC)=O)CC[C@@H]1C[C@H](CC(O1)=O)O)C ((4R,6R)-6-{(1S,2S,6S,8S,8aR)-2-[1,2,6,7,8,8a-Hexahydro-6-hydroxy-8-(2-ethoxy-2-ethylbutyryloxy)-2-methyl-1-naphthyl]ethyl}tetrahydro-4-hydroxy-2H-pyran-2-one). Yield: 84.5%. Reaction SMILES: [Si]([O:8][C@H:9]1[CH2:18][C@H:17]([O:19][C:20](=[O:29])[C:21]([O:26][CH2:27][CH3:28])([CH2:24][CH3:25])[CH2:22][CH3:23])[C@H:16]2[C:11]([CH:12]=[CH:13][C@H:14]([CH3:47])[C@@H:15]2[CH2:30][CH2:31][C@H:32]2[O:37][C:36](=[O:38])[CH2:35][C@H:34]([O:39][Si](C(C)(C)C)(C)C)[CH2:33]2)=[CH:10]1)(C(C)(C)C)(C)C.[F-].C([N+](CCCC)(CCCC)CCCC)CCC>O1CCCC1>[OH:8][C@H:9]1[CH2:18][C@H:17]([O:19][C:20](=[O:29])[C:21]([O:26][CH2:27][CH3:28])([CH2:22][CH3:23])[CH2:24][CH3:25])[C@H:16]2[C:11]([CH:12]=[CH:13][C@H:14]([CH3:47])[C@@H:15]2[CH2:30][CH2:31][C@H:32]2[O:37][C:36](=[O:38])[CH2:35][C@H:34]([OH:39])[CH2:33]2)=[CH:10]1 |f:1.2|. Procedure: A procedure similar to that described in Example 2, above, was followed, but using 263 mg of (4R,6R)-6-{(1S,2S,6S,8S,8aR)-2-[1,2,6,7,8,8a-hexahydro-6-t-butyldimethylsilyloxy-8-(2-ethoxy-2-ethylbutyryloxy)-2-methyl-1-naphthyl]ethyl}tetrahydro-4-t-butyldimethylsilyloxy-2H-pyran-2-one [prepared as described in Example 157, above] and 5.3 ml of a 1.0 molar solution of tetrabutylammonium fluoride in tetrahydrofuran, to give 149 mg of the title compound as a colorless foam. Starting materials: N, [B-]1([C@@H]2[C@H]([C@H]3C([C@@H](C2)C3)(C)C)C)[C@H]2CCC[C@@H]1CCC2.[Li+], C1CN(C[C@@H](C1=O)O)S(=O)(=O)C. Reagents/catalysts: c1ccc(cc1)-c2c3ccccc3cc4ccccc24 (9-Phenylanthracene). Conditions: temperature 25 celsius, time 18 hour. Yields the product CS(=O)(=O)N1CC[C@@H](N)[C@H](O)C1. RXN SMILES: [CH3:1][S:2]([N:5]1[CH2:11][C@H:9]([OH:10])[C:8](=O)[CH2:7][CH2:6]1)(=[O:4])=[O:3].[NH3:12].[Li+].C[C@H]1[C@@H](C(C)(C)[C@H]2C[C@@H]1[BH-]([C@H]3CCC4)[C@H]4CCC3)C2>>[CH3:1][S:2]([N:5]1[CH2:11][C@@H:9]([OH:10])[C@H:8]([NH2:12])[CH2:7][CH2:6]1)(=[O:4])=[O:3]. Reactants: O=C(NC1CCN(CC2CCCN3CCCCC23)CC1)c1cc2c(OCc3coc4cc(Cl)ccc34)cccc2[nH]1, Cl, Cl, Cl, Cl, Cl, CC1CN(CCN2CCC(N)CC2)CCC1O. Yields the product CC1CN(CCN2CCC(NC(=O)c3cc4c(OCc5coc6cc(Cl)ccc56)cccc4[nH]3)CC2)CCC1O. As a reaction SMILES: [CH:3]1([CH2:4][N:14]2[CH2:15][CH2:16][CH:17]([NH:20][C:21](=[O:22])[c:23]3[nH:24][c:25]4[cH:26][cH:27][cH:28][c:29]([O:32][CH2:33][c:34]5[cH:35][o:36][c:37]6[c:38]5[cH:39][cH:40][c:41]([Cl:43])[cH:42]6)[c:30]4[cH:31]3)[CH2:18][CH2:19]2)[CH:5]2[N:6]([CH2:7][CH2:8][CH2:9][CH2:10]2)[CH2:11][CH2:12][CH2:13]1.[ClH:1].[ClH:2].[ClH:44].[ClH:45].[ClH:46].[NH2:47][CH:48]1[CH2:49][CH2:50][N:51]([CH2:54][CH2:55][N:56]2[CH2:57][CH:58]([CH3:63])[CH:59]([OH:62])[CH2:60][CH2:61]2)[CH2:52][CH2:53]1>>[N:14]1([CH2:54][CH2:55][N:56]2[CH2:57][CH:58]([CH3:63])[CH:59]([OH:62])[CH2:60][CH2:61]2)[CH2:15][CH2:16][CH:17]([NH:20][C:21](=[O:22])[c:23]2[nH:24][c:25]3[cH:26][cH:27][cH:28][c:29]([O:32][CH2:33][c:34]4[cH:35][o:36][c:37]5[c:38]4[cH:39][cH:40][c:41]([Cl:43])[cH:42]5)[c:30]3[cH:31]2)[CH2:18][CH2:19]1.